From a dataset of the Open Reaction Database (ORD), a public repository of structured organic reaction records. describe an organic reaction: reactants, conditions, products, and yield The reactants are CC(C)Oc1ncc(Br)cn1, O=C([O-])[O-], CN1CCCC1=O, [Cs+], [Cs+], Br[Cu]Br, CC(=O)NC(C)CCc1ccc(O)cc1. The product is CC(=O)NC(C)CCc1ccc(Oc2cnc(OC(C)C)nc2)cc1. Reaction SMILES: [Br:1][c:2]1[cH:3][n:4][c:5]([O:8][CH:9]([CH3:10])[CH3:11])[n:6][cH:7]1.[C:27](=[O:28])([O-:29])[O-:30].[CH3:33][N:34]1[CH2:35][CH2:36][CH2:37][C:38]1=[O:39].[Cs+:31].[Cs+:32].[Cu:40]([Br:41])[Br:42].[OH:12][c:13]1[cH:14][cH:15][c:16]([CH2:19][CH2:20][CH:21]([CH3:22])[NH:23][C:24]([CH3:25])=[O:26])[cH:17][cH:18]1>>[c:2]1([O:12][c:13]2[cH:14][cH:15][c:16]([CH2:19][CH2:20][CH:21]([CH3:22])[NH:23][C:24]([CH3:25])=[O:26])[cH:17][cH:18]2)[cH:3][n:4][c:5]([O:8][CH:9]([CH3:10])[CH3:11])[n:6][cH:7]1.